From a dataset of the Open Reaction Database (ORD), a public repository of structured organic reaction records. describe an organic reaction: reactants, conditions, products, and yield Starting materials: CCCc1c(OCCCBr)ccc(C(C)=O)c1O, OCCS. The product is CCCc1c(OCCCSCCO)ccc(C(C)=O)c1O. As a reaction SMILES: [C:5]([CH3:6])(=[O:7])[c:8]1[c:9]([OH:22])[c:10]([CH2:19][CH2:20][CH3:21])[c:11]([O:12][CH2:13][CH2:14][CH2:15][Br:16])[cH:17][cH:18]1.[SH:1][CH2:2][CH2:3][OH:4]>>[S:1]([CH2:2][CH2:3][OH:4])[CH2:15][CH2:14][CH2:13][O:12][c:11]1[c:10]([CH2:19][CH2:20][CH3:21])[c:9]([OH:22])[c:8]([C:5]([CH3:6])=[O:7])[cH:18][cH:17]1. Reactants: C1CCOC1, CCN(C(C)C)C(C)C, COC(=O)Cl, NC1CN2C(=O)N(c3cc(Cl)nc(Cl)c3)C(=O)C2(Cc2ccc(OC(F)(F)F)cc2)C1. Product: COC(=O)NC1CN2C(=O)N(c3cc(Cl)nc(Cl)c3)C(=O)C2(Cc2ccc(OC(F)(F)F)cc2)C1. Reaction SMILES: [CH2:46]1[O:47][CH2:48][CH2:49][CH2:50]1.[CH:32]([N:33]([CH2:34][CH3:35])[CH:36]([CH3:37])[CH3:38])([CH3:39])[CH3:40].[Cl:41][C:42](=[O:43])[O:44][CH3:45].[F:1][C:2]([O:3][c:4]1[cH:5][cH:6][c:7]([CH2:8][C:9]23[C:10](=[O:27])[N:11]([c:19]4[cH:20][c:21]([Cl:26])[n:22][c:23]([Cl:25])[cH:24]4)[C:12](=[O:18])[N:13]2[CH2:14][CH:15]([NH2:17])[CH2:16]3)[cH:28][cH:29]1)([F:30])[F:31]>>[F:1][C:2]([O:3][c:4]1[cH:5][cH:6][c:7]([CH2:8][C:9]23[C:10](=[O:27])[N:11]([c:19]4[cH:20][c:21]([Cl:26])[n:22][c:23]([Cl:25])[cH:24]4)[C:12](=[O:18])[N:13]2[CH2:14][CH:15]([NH:17][C:42](=[O:43])[O:44][CH3:45])[CH2:16]3)[cH:28][cH:29]1)([F:30])[F:31]. Reactants: O (water), C1=CC=CC=2NC3=C(NCC21)C=CC=C3 (5,11-dihydro-10H-dibenzo[b,e][1,4]diazepine), C(C)(C)N(C(C)C)CC (N,N-diisopropylethylamine), C=1(C(=CC=CC1)C(=O)NC1=CC(=C(C(=O)Cl)C=C1)Cl)C1=CC=CC=C1 (4-[([1,1'-biphenyl]-2-carbonyl)amino]-2-chlorobenzoyl chloride). Run in ClCCl (dichloromethane). Conditions: time 8 hour. Product: C1=CC=CC=2NC3=C(N(CC21)C(=O)C2=C(C=C(C=C2)NC(=O)C=2C(=CC=CC2)C2=CC=CC=C2)Cl)C=CC=C3 (N-[4-[(5,11-Dihydro-10H-dibenz[b,e][1,4]diazepin-10-yl)carbonyl]-3-chlorophenyl][1,1'-biphenyl]-2-carboxamide). Isolated yield 58.6%. Reaction SMILES: [CH:1]1[C:11]2[CH2:10][NH:9][C:8]3[CH:12]=[CH:13][CH:14]=[CH:15][C:7]=3[NH:6][C:5]=2[CH:4]=[CH:3][CH:2]=1.C(N(CC)C(C)C)(C)C.[C:25]1([C:44]2[CH:49]=[CH:48][CH:47]=[CH:46][CH:45]=2)[C:26]([C:31]([NH:33][C:34]2[CH:42]=[CH:41][C:37]([C:38](Cl)=[O:39])=[C:36]([Cl:43])[CH:35]=2)=[O:32])=[CH:27][CH:28]=[CH:29][CH:30]=1.O>ClCCl>[CH:1]1[C:11]2[CH2:10][N:9]([C:38]([C:37]3[CH:41]=[CH:42][C:34]([NH:33][C:31]([C:26]4[C:25]([C:44]5[CH:49]=[CH:48][CH:47]=[CH:46][CH:45]=5)=[CH:30][CH:29]=[CH:28][CH:27]=4)=[O:32])=[CH:35][C:36]=3[Cl:43])=[O:39])[C:8]3[CH:12]=[CH:13][CH:14]=[CH:15][C:7]=3[NH:6][C:5]=2[CH:4]=[CH:3][CH:2]=1. Procedure: A mixture of 0.196 g of 5,11-dihydro-10H-dibenzo[b,e][1,4]diazepine, 0.155 g of N,N-diisopropylethylamine and 0.444 g of 4-[([1,1'-biphenyl]-2-carbonyl)amino]-2-chlorobenzoyl chloride in 12 ml of dichloromethane is stirred at room temperature overnight. The mixture is poured into water and extracted with dichloromethane. The extract is washed with 2N K2CO3, H2O, brine and dried (Na2 SO4). The solution is filtered through a thin pad of hydrous magnesium silicate. The filtrate is concentrated to d... Starting materials: [BH4-], CC(=O)O, CS(C)=O, O=[N+]([O-])C=Cc1ccc(Nc2ccccc2)cc1, [Na+]. The product is O=[N+]([O-])CCc1ccc(Nc2ccccc2)cc1. Reaction SMILES: [BH4-:23].[CH3:1][C:2](=[O:3])[OH:4].[CH3:25][S:26](=[O:27])[CH3:28].[N+:5](=[O:6])([O-:7])[CH:8]=[CH:9][c:10]1[cH:11][cH:12][c:13]([NH:16][c:17]2[cH:18][cH:19][cH:20][cH:21][cH:22]2)[cH:14][cH:15]1.[Na+:24]>>[N+:5](=[O:6])([O-:7])[CH2:8][CH2:9][c:10]1[cH:11][cH:12][c:13]([NH:16][c:17]2[cH:18][cH:19][cH:20][cH:21][cH:22]2)[cH:14][cH:15]1. Starting materials: C(CCC)[Li] (n-butyl lithium), C[Si](N[Si](C)(C)C)(C)C (1,1,1,3,3,3-hexamethyldisilazane), [Cl-].[NH4+] (ammonium chloride), C1(=CC=C(C=C1)C=O)C (p-tolualdehyde), solution, C(C=C)[Mg]Cl (allyl magnesium chloride). Run in O1CCCC1 (tetrahydrofuran), O (water), O1CCCC1 (THF), O1CCCC1 (THF). Conditions: temperature 10 celsius, time 15 minute. Product: C[Si](C)(C)[N-][Si](C)(C)C.[Li+] (lithium bis(trimethylsilyl)amide). Reaction SMILES: C([Li:5])CCC.[CH3:6][Si:7]([CH3:14])([CH3:13])[NH:8][Si:9]([CH3:12])([CH3:11])[CH3:10].C1(C)C=CC(C=O)=CC=1.C([Mg]Cl)C=C.[Cl-].[NH4+]>O1CCCC1.O>[CH3:6][Si:7]([N-:8][Si:9]([CH3:12])([CH3:11])[CH3:10])([CH3:14])[CH3:13].[Li+:5] |f:4.5,8.9|. Procedure: A solution of lithium bis(trimethylsilyl)amide was prepared by adding 2.5M n-butyl lithium (208 mL) to a solution of 1,1,1,3,3,3-hexamethyldisilazane (110 mL, 0.52 mol) in tetrahydrofuran (THF) (140 mL) at 0° C. After stirring for 15 min, this solution was added via a cannula to a solution of p-tolualdehyde (59 mL, 0.5 mol) in THF (100 mL), while keeping the temperature between -40° and -50° C. The reaction mixture was then allowed to warm to 10° C. over 30 min. A 2M solution of allyl magnesium ...